Dataset: the Open Reaction Database (ORD), a public repository of structured organic reaction records. Task: describe an organic reaction: reactants, conditions, products, and yield The reactants are C(=O)([O-])[O-].[K+].[K+] (K2CO3), ClCCC(=O)C1=CC=C(C=C1)OC (3-chloro-1-(4-methoxyphenyl)-1-propanone), CC(C(=O)NC1=CC(=CC=C1)C1CCNCC1)C (2-methyl-N-[3-(4-piperidinyl)phenyl]propanamide). The product is COC1=CC=C(C=C1)C(CCN1CCC(CC1)C=1C=C(C=CC1)NC(C(C)C)=O)=O (N-(3-{1-[3-(4-METHOXYPHENYL)-3-OXOPROPYL]-4-PIPERIDINYL}PHENYL)-2-METHYLPROPANAMIDE). As a reaction SMILES: C([O-])([O-])=O.[K+].[K+].Cl[CH2:8][CH2:9][C:10]([C:12]1[CH:17]=[CH:16][C:15]([O:18][CH3:19])=[CH:14][CH:13]=1)=[O:11].[CH3:20][CH:21]([CH3:37])[C:22]([NH:24][C:25]1[CH:30]=[CH:29][CH:28]=[C:27]([CH:31]2[CH2:36][CH2:35][NH:34][CH2:33][CH2:32]2)[CH:26]=1)=[O:23]>>[CH3:19][O:18][C:15]1[CH:16]=[CH:17][C:12]([C:10](=[O:11])[CH2:9][CH2:8][N:34]2[CH2:35][CH2:36][CH:31]([C:27]3[CH:26]=[C:25]([NH:24][C:22](=[O:23])[CH:21]([CH3:20])[CH3:37])[CH:30]=[CH:29][CH:28]=3)[CH2:32][CH2:33]2)=[CH:13][CH:14]=1 |f:0.1.2|. Procedure: Procedure K (KI) and Scheme E (K2CO3) using 3-chloro-1-(4-methoxyphenyl)-1-propanone and 0.2-methyl-N-[3-(4-piperidinyl)phenyl]propanamide: ESMS m/e: 409.2 (M+H)+. The reactants are O=C1CCC(=O)N1Br, Cc1ccc2nc(C#N)oc2c1, O=C(OOC(=O)c1ccccc1)c1ccccc1, ClC(Cl)(Cl)Cl. The product is N#Cc1nc2ccc(CBr)cc2o1. Reaction SMILES: [Br:13][N:14]1[C:15](=[O:16])[CH2:17][CH2:18][C:19]1=[O:20].[C:1](#[N:2])[c:3]1[o:4][c:5]2[c:6]([n:7]1)[cH:8][cH:9][c:10]([CH3:12])[cH:11]2.[C:21]([O:22][O:23][C:24](=[O:25])[c:26]1[cH:27][cH:28][cH:29][cH:30][cH:31]1)(=[O:32])[c:33]1[cH:34][cH:35][cH:36][cH:37][cH:38]1.[C:39]([Cl:40])([Cl:41])([Cl:42])[Cl:43]>>[C:1](#[N:2])[c:3]1[o:4][c:5]2[c:6]([n:7]1)[cH:8][cH:9][c:10]([CH2:12][Br:13])[cH:11]2. Starting materials: C([O-])([O-])=O.[Na+].[Na+] (sodium carbonate), polyethyleneglycol, BrCCCCl (1-bromo-3-chloropropane), O (water), CO (methanol), OC1=CC2=CC=C(C=C2C=C1C(=O)OC)C(=O)OC (2-hydroxy-3,6-dimethoxycarbonyl naphthalene). Run in CN(C=O)C (N,N-dimethylformamide). Yields the product ClCCCOC1=CC2=CC=C(C=C2C=C1C(=O)OC)C(=O)OC (2-(3′-chloropropyloxy)-3,6-dimethoxy carbonyl naphthalene), pale yellow powder. As a reaction SMILES: [OH:1][C:2]1[C:11]([C:12]([O:14][CH3:15])=[O:13])=[CH:10][C:9]2[C:4](=[CH:5][CH:6]=[C:7]([C:16]([O:18][CH3:19])=[O:17])[CH:8]=2)[CH:3]=1.C(=O)([O-])[O-].[Na+].[Na+].O.CO.Br[CH2:30][CH2:31][CH2:32][Cl:33]>CN(C)C=O>[Cl:33][CH2:32][CH2:31][CH2:30][O:1][C:2]1[C:11]([C:12]([O:14][CH3:15])=[O:13])=[CH:10][C:9]2[C:4](=[CH:5][CH:6]=[C:7]([C:16]([O:18][CH3:19])=[O:17])[CH:8]=2)[CH:3]=1 |f:1.2.3|. Reported procedure: 3.1 g of 2-hydroxy-3,6-dimethoxycarbonyl naphthalene was suspended in 30 g of N,N-dimethylformamide and 1.6 g of 1-bromo-3-chloropropane, 1.5 g of sodium carbonate and 0.1 g of polyethyleneglycol (average molecular weight 3000) were added thereto and reacted for 15 hours at 50° C. Then, the reaction mixture was poured into a mixed solution of 400 g of water and 100 g of methanol, about 1 hour after, the precipitates were collected by filtration. The filtrate was washed well with methanol and wat... Starting materials: S(=O)(=O)(O)O.NC=1C=NN(C1N)C (4,5-diamino-1-methylpyrazole sulfate), ClC(=O)OC1=CC=CC=C1 (phenyl chloroformate), [OH-].[Na+] (sodium hydroxide), [OH-].[Na+] (sodium hydroxide), O1CCOCC1 (dioxane). The solvent is O (water). Run at time 1 hour. The product is NC1=C(C=NN1C)NC(=O)OC1=CC=CC=C1 (5-amino-1-methyl-4-phenoxycarbonylaminopyrazole). Isolated yield 88.8%. As a reaction SMILES: S(O)(O)(=O)=O.[NH2:6][C:7]1[CH:8]=[N:9][N:10]([CH3:13])[C:11]=1[NH2:12].[OH-].[Na+].O1CCOCC1.Cl[C:23]([O:25][C:26]1[CH:31]=[CH:30][CH:29]=[CH:28][CH:27]=1)=[O:24]>O>[NH2:12][C:11]1[N:10]([CH3:13])[N:9]=[CH:8][C:7]=1[NH:6][C:23]([O:25][C:26]1[CH:31]=[CH:30][CH:29]=[CH:28][CH:27]=1)=[O:24] |f:0.1,2.3|. Reported procedure: A solution of 4,5-diamino-1-methylpyrazole sulfate (158 g) in water (1.1 L) was neutralized to pH 6.9 with 4N aqueous sodium hydroxide solution, and dioxane (474 ml) was added to this solution. To the resulting mixture was added dropwise phenyl chloroformate (124 g) maintaining pH of the mixture at 6.9 with 4N aqueous sodium hydroxide solution at a temperature below 10° C. The reaction mixture was stirred for 1 hour. The precipitated solid was collected by filtration and dried to give 5-amino-1-... The reactants are O=S(=O)(Nc1cc(Br)cnc1Cl)N1CCOCC1, CC(C)(C)[O-], [Na+], CN(C)C=O, O=C(C=Cc1ccccc1)C=Cc1ccccc1, O=C(C=Cc1ccccc1)C=Cc1ccccc1, O=C(C=Cc1ccccc1)C=Cc1ccccc1, [Pd], [Pd], N=C(c1ccccc1)c1ccccc1. Yields the product O=S(=O)(Nc1cc(N=C(c2ccccc2)c2ccccc2)cnc1Cl)N1CCOCC1. As a reaction SMILES: [Br:1][c:2]1[cH:3][c:4]([NH:9][S:10](=[O:11])(=[O:12])[N:13]2[CH2:14][CH2:15][O:16][CH2:17][CH2:18]2)[c:5]([Cl:8])[n:6][cH:7]1.[CH3:19][C:20]([CH3:21])([O-:22])[CH3:23].[Na+:24].[O:39]=[CH:40][N:41]([CH3:42])[CH3:43].[O:46]=[C:47]([CH:48]=[CH:49][c:50]1[cH:51][cH:52][cH:53][cH:54][cH:55]1)[CH:56]=[CH:57][c:58]1[cH:59][cH:60][cH:61][cH:62][cH:63]1.[O:64]=[C:65]([CH:66]=[CH:67][c:68]1[cH:69][cH:70][cH:71][cH:72][cH:73]1)[CH:74]=[CH:75][c:76]1[cH:77][cH:78][cH:79][cH:80][cH:81]1.[O:82]=[C:83]([CH:84]=[CH:85][c:86]1[cH:87][cH:88][cH:89][cH:90][cH:91]1)[CH:92]=[CH:93][c:94]1[cH:95][cH:96][cH:97][cH:98][cH:99]1.[Pd:44].[Pd:45].[c:25]1([C:31](=[NH:32])[c:33]2[cH:34][cH:35][cH:36][cH:37][cH:38]2)[cH:26][cH:27][cH:28][cH:29][cH:30]1>>[c:2]1([N:32]=[C:31]([c:25]2[cH:26][cH:27][cH:28][cH:29][cH:30]2)[c:33]2[cH:34][cH:35][cH:36][cH:37][cH:38]2)[cH:3][c:4]([NH:9][S:10](=[O:11])(=[O:12])[N:13]2[CH2:14][CH2:15][O:16][CH2:17][CH2:18]2)[c:5]([Cl:8])[n:6][cH:7]1. Starting materials: C=CCOC(=O)CCC(=O)OCCCC(=O)OCc1ccc(OC)cc1, COc1ccccc1, O=C(O)C(F)(F)F. Yields the product C=CCOC(=O)CCC(=O)OCCCC(=O)O. RXN SMILES: [C:1]([CH2:2][CH2:3][C:4](=[O:5])[O:6][CH2:7][CH2:8][CH2:9][C:10](=[O:11])[O:12][CH2:13][c:14]1[cH:15][cH:16][c:17]([O:18][CH3:19])[cH:20][cH:21]1)(=[O:22])[O:23][CH2:24][CH:25]=[CH2:26].[CH3:27][O:28][c:29]1[cH:30][cH:31][cH:32][cH:33][cH:34]1.[OH:35][C:36]([C:37]([F:38])([F:39])[F:40])=[O:41]>>[C:1]([CH2:2][CH2:3][C:4](=[O:5])[O:6][CH2:7][CH2:8][CH2:9][C:10](=[O:11])[OH:12])(=[O:22])[O:23][CH2:24][CH:25]=[CH2:26]. Starting materials: ClC1=C(C(=O)[O-])C(=CC(=C1)Cl)O (2,4-dichloro-6-hydroxybenzoate), N1=CC=CC=C1 (pyridine), FC(S(=O)(=O)O)(F)F (Trifluoromethanesulfonic acid). Solvent: C(Cl)Cl (CH2Cl2). Run at time 2 hour. The product is ClC1=C(C(=O)OC)C(=CC(=C1)Cl)OS(=O)(=O)C(F)(F)F (methyl 2,4-dichloro-6-{[(trifluoromethyl)sulfonyl]oxy}-benzoate). As a reaction SMILES: [Cl:1][C:2]1[CH:10]=[C:9]([Cl:11])[CH:8]=[C:7]([OH:12])[C:3]=1[C:4]([O-:6])=[O:5].N1C=CC=C[CH:14]=1.[F:19][C:20]([F:26])([F:25])[S:21](O)(=[O:23])=[O:22]>C(Cl)Cl>[Cl:1][C:2]1[CH:10]=[C:9]([Cl:11])[CH:8]=[C:7]([O:12][S:21]([C:20]([F:26])([F:25])[F:19])(=[O:23])=[O:22])[C:3]=1[C:4]([O:6][CH3:14])=[O:5]. Procedure: A solution of 2,4-dichloro-6-hydroxybenzoate (4.64 g, 20.99 mmol) and pyridine (1.87 mL, 23.09 mmol) in 100 mL CH2Cl2 was cooled to 0° C. Trifluoromethanesulfonic acid (4.94 mL, 29.39 mmol) was added, and the solution was stirred for 2 h. The reaction mixture was washed with aqueous sodium bicarbonate, aqueous copper sulfate and brine, dried over Na2SO4, filtered and concentrated to provide methyl 2,4-dichloro-6-{[(trifluoromethyl)sulfonyl]oxy}-benzoate that gave proton NMR spectra consistent wi...